This data is from the Open Reaction Database (ORD), a public repository of structured organic reaction records. The task is: describe an organic reaction: reactants, conditions, products, and yield Reactants: CC(=NNC(=S)N1CCC(C(=O)O)CC1)c1csc(-c2ccc(Br)cc2)c1O, CCN=C=NCCCN(C)C, CN(C)C=O, CCN(C(C)C)C(C)C, Cl, O, On1nnc2ccccc21, NCc1ccncc1. The product is CC(=NNC(=S)N1CCC(C(=O)NCc2ccncc2)CC1)c1csc(-c2ccc(Br)cc2)c1O. Reaction SMILES: [Br:1][c:2]1[cH:3][cH:4][c:5](-[c:8]2[c:9]([OH:28])[c:10]([C:13]([CH3:14])=[N:15][NH:16][C:17](=[S:18])[N:19]3[CH2:20][CH2:21][CH:22]([C:25](=[O:26])[OH:27])[CH2:23][CH2:24]3)[cH:11][s:12]2)[cH:6][cH:7]1.[CH3:30][N:31]([CH3:32])[CH2:33][CH2:34][CH2:35][N:36]=[C:37]=[N:38][CH2:39][CH3:40].[CH3:69][N:70]([CH3:71])[CH:72]=[O:73].[CH:51]([N:52]([CH:53]([CH3:54])[CH3:55])[CH2:56][CH3:57])([CH3:58])[CH3:59].[ClH:29].[OH2:68].[OH:41][n:42]1[c:43]2[c:44]([cH:45][cH:46][cH:47][cH:48]2)[n:49][n:50]1.[n:60]1[cH:61][cH:62][c:63]([CH2:66][NH2:67])[cH:64][cH:65]1>>[Br:1][c:2]1[cH:3][cH:4][c:5](-[c:8]2[c:9]([OH:28])[c:10]([C:13]([CH3:14])=[N:15][NH:16][C:17](=[S:18])[N:19]3[CH2:20][CH2:21][CH:22]([C:25](=[O:26])[NH:67][CH2:66][c:63]4[cH:62][cH:61][n:60][cH:65][cH:64]4)[CH2:23][CH2:24]3)[cH:11][s:12]2)[cH:6][cH:7]1.